Dataset: the Open Reaction Database (ORD), a public repository of structured organic reaction records. Task: describe an organic reaction: reactants, conditions, products, and yield Starting materials: ClCC1=CC=C(C=C1)C1=CC=C(C=C1)CCl (4,4'-Bis(chloromethyl)biphenyl), C(C)(=O)[O-].[K+] (potassium acetate). The solvent is C(C)(=O)O (acetic acid). Yields the product C(C)(=O)OCC1=CC=C(C=C1)C1=CC=C(C=C1)COC(C)=O (4,4'-Bis(acetoxymethyl)biphenyl). The yield is 68.0%. Reaction SMILES: Cl[CH2:2][C:3]1[CH:8]=[CH:7][C:6]([C:9]2[CH:14]=[CH:13][C:12]([CH2:15]Cl)=[CH:11][CH:10]=2)=[CH:5][CH:4]=1.[C:17]([O-:20])(=[O:19])[CH3:18].[K+]>C(O)(=O)C>[C:17]([O:20][CH2:2][C:3]1[CH:8]=[CH:7][C:6]([C:9]2[CH:14]=[CH:13][C:12]([CH2:15][O:20][C:17](=[O:19])[CH3:18])=[CH:11][CH:10]=2)=[CH:5][CH:4]=1)(=[O:19])[CH3:18] |f:1.2|. Procedure: 0.1 moles 4,4'bis(chloromethyl)biphenyl (prepared by method A above), 0.25 moles potassium acetate and 100 mls glacial acetic acid were reflux for 17 hours with stirring. The reaction mixture was filtered and the filtrate evaporated to dryness at 80° C. under water pump vaccum. The residue was recrystallised from methanol to yield 0.068 moles product=68 percent of theory. Starting materials: NC=1C=C(C=NC1)C=1N(C2=CC(=CC=C2C1C#N)Cl)C (2-(5-amino-pyridin-3-yl)-6-chloro-1-methyl-1H-indole-3-carbonitrile), [H-].[Na+] (NaH), oil, CC(C)S(=O)(=O)Cl (propane-2-sulfonyl chloride). Solvent: CN(C)C=O (DMF). Conditions: time 5 hour. Product: ClC1=CC=C2C(=C(N(C2=C1)C)C=1C=C(C=NC1)N=CN(C)C)C#N (N′-[5-(6-chloro-3-cyano-1-methyl-1H-indol-2-yl)-pyridin-3-yl]-N,N-dimethyl-formamidine). RXN SMILES: [NH2:1][C:2]1[CH:3]=[C:4]([C:8]2[N:9]([CH3:20])[C:10]3[C:15]([C:16]=2[C:17]#[N:18])=[CH:14][CH:13]=[C:12]([Cl:19])[CH:11]=3)[CH:5]=[N:6][CH:7]=1.[H-].[Na+].CC(S(Cl)(=O)=O)C>CN(C=O)C>[Cl:19][C:12]1[CH:11]=[C:10]2[C:15]([C:16]([C:17]#[N:18])=[C:8]([C:4]3[CH:3]=[C:2]([N:1]=[CH:8][N:9]([CH3:20])[CH3:10])[CH:7]=[N:6][CH:5]=3)[N:9]2[CH3:20])=[CH:14][CH:13]=1 |f:1.2|. Procedure details: To a solution of 2-(5-amino-pyridin-3-yl)-6-chloro-1-methyl-1H-indole-3-carbonitrile (Example 211, 85 mg, 0.3 mmol) in DMF (5 mL) is added 60% NaH in mineral oil (48 mg, 1.2 mmol), followed with propane-2-sulfonyl chloride (86 mg, 60.6 mmol). The mixture is stirred at room temperature for 5 h. The mixture is filtered and the filtrate is purified on Xbridge C18 eluting with a 1:9 to 9:1 acetonitrile-water gradient to give N′-[5-(6-chloro-3-cyano-1-methyl-1H-indol-2-yl)-pyridin-3-yl]-N,N-dimethyl-... The reactants are COC(=O)N1CC[C@@H]2[C@](CCC[C@H]12)(C#CC=1C=C(C=CC1)C)O ((3aS,4R,7aS)-4-hydroxy-4-m-tolylethynyl-octahydro-indole-1-carboxylic acid methyl ester), C(C)(C)(C)OC(=O)N[C@H](C(=O)O)CCCCNC(=O)OC(C)(C)C ((S)-2,6-bis-tert-butoxycarbonylamino-hexanoic acid). Yields the product COC(=O)N1CC[C@H]2[C@@](CCC[C@@H]12)(C#CC=1C=C(C=CC1)C)OC([C@H](CCCCNC(=O)OC(C)(C)C)NC(=O)OC(C)(C)C)=O ((3aR,4S,7aR)-4-((S)-2,6-bis-tert-butoxycarbonylamino-hexanoyloxy)-4-m-tolylethynyl-octahydro-indole-1-carboxylic acid methyl ester). Reaction SMILES: [CH3:1][O:2][C:3]([N:5]1[C@@H:13]2[C@@H:8]([C@@:9]([OH:23])([C:14]#[C:15][C:16]3[CH:17]=[C:18]([CH3:22])[CH:19]=[CH:20][CH:21]=3)[CH2:10][CH2:11][CH2:12]2)[CH2:7][CH2:6]1)=[O:4].[C:24]([O:28][C:29]([NH:31][C@@H:32]([CH2:36][CH2:37][CH2:38][CH2:39][NH:40][C:41]([O:43][C:44]([CH3:47])([CH3:46])[CH3:45])=[O:42])[C:33](O)=[O:34])=[O:30])([CH3:27])([CH3:26])[CH3:25]>>[CH3:1][O:2][C:3]([N:5]1[C@H:13]2[C@H:8]([C@:9]([O:23][C:33](=[O:34])[C@@H:32]([NH:31][C:29]([O:28][C:24]([CH3:27])([CH3:26])[CH3:25])=[O:30])[CH2:36][CH2:37][CH2:38][CH2:39][NH:40][C:41]([O:43][C:44]([CH3:46])([CH3:47])[CH3:45])=[O:42])([C:14]#[C:15][C:16]3[CH:17]=[C:18]([CH3:22])[CH:19]=[CH:20][CH:21]=3)[CH2:10][CH2:11][CH2:12]2)[CH2:7][CH2:6]1)=[O:4]. Procedure details: Synthesis in analogy to the General Method 1 starting from (3aS,4R,7aS)-4-hydroxy-4-m-tolylethynyl-octahydro-indole-1-carboxylic acid methyl ester and (S)-2,6-bis-tert-butoxycarbonylamino-hexanoic acid to yield (3aR,4S,7aR)-4-((S)-2,6-bis-tert-butoxycarbonylamino-hexanoyloxy)-4-m-tolylethynyl-octahydro-indole-1-carboxylic acid methyl ester. This NBoc-protected product was then stirred in hydrochloric acid dioxane solution (4M, 10 equiv.) at room temperature for 6 hrs. Subsequently the solvent wa... Starting materials: O=C(Cl)c1ccc(Cl)s1, ClCCl, [Na+], [OH-], NCCCCCn1ccnc1. Product: O=C(NCCCCCn1ccnc1)c1ccc(Cl)s1. As a reaction SMILES: [Cl:1][c:2]1[cH:3][cH:4][c:5]([C:7](=[O:8])[Cl:9])[s:6]1.[Cl:23][CH2:24][Cl:25].[Na+:22].[OH-:21].[n:10]1([CH2:15][CH2:16][CH2:17][CH2:18][CH2:19][NH2:20])[cH:11][n:12][cH:13][cH:14]1>>[Cl:1][c:2]1[cH:3][cH:4][c:5]([C:7](=[O:8])[NH:20][CH2:19][CH2:18][CH2:17][CH2:16][CH2:15][n:10]2[cH:11][n:12][cH:13][cH:14]2)[s:6]1. Reported procedure: To a solution of 2,4-dichloro-6-aminophenyl-1,3,5-triazine (1.6 g, 6.6 mmol) in THF (70 mL) at room temperature was added a solution of ethanolamine (439 mg, 7.3 mmol) in acetone (24 mL) and water (24 mL), followed by 5% aqueous sodium bicarbonate (15 mL). The reaction was stirred for 20 h at room temperature. The mixture was then diluted with water (25 mL) and ethyl acetate (25 mL). The aqueous layer was extracted with ethyl acetate (2×25 mL). The organic layer was washed with brine (50 mL), dr... RXN SMILES: [Cl:1][C:2]1[CH:7]=[C:6](Cl)[CH:5]=[C:4]([NH2:9])[C:3]=1[C:10]1[N:15]=[CH:14][N:13]=[CH:12][N:11]=1.[CH2:16]([CH2:18][NH2:19])[OH:17].C(=O)(O)[O-].[Na+]>C1COCC1.CC(C)=O.O.C(OCC)(=O)C>[Cl:1][C:2]1[CH:7]=[C:6]([NH:19][CH2:18][CH2:16][OH:17])[CH:5]=[C:4]([NH2:9])[C:3]=1[C:10]1[N:15]=[CH:14][N:13]=[CH:12][N:11]=1 |f:2.3|. Yields the product ClC1=C(C(=CC(=C1)NCCO)N)C1=NC=NC=N1 (2-chloro-4-(2-hydroxyethylamino)-6-aminophenyl-1,3,5-triazine). The yield is 91.2%. The solvent is O (water), C(C)(=O)OCC (ethyl acetate), C1CCOC1 (THF), CC(=O)C (acetone), O (water). Reactants: ClC1=C(C(=CC(=C1)Cl)N)C1=NC=NC=N1 (2,4-dichloro-6-aminophenyl-1,3,5-triazine), C(O)CN (ethanolamine), C([O-])(O)=O.[Na+] (sodium bicarbonate). Reaction conditions: time 20 hour. Yields the product FC(F)(F)c1ccc(-c2cc(C=Cc3ccccc3)[nH]n2)cc1. Starting materials: [Br-], O=C([O-])[O-], c1ccc(C[P+](c2ccccc2)(c2ccccc2)c2ccccc2)cc1, CN(C)C=O, O=Cc1cc(-c2ccc(C(F)(F)F)cc2)n[nH]1, [K+], [K+], O. RXN SMILES: [Br-:18].[C:45](=[O:46])([O-:47])[O-:48].[CH2:19]([c:20]1[cH:21][cH:22][cH:23][cH:24][cH:25]1)[P+:26]([c:27]1[cH:28][cH:29][cH:30][cH:31][cH:32]1)([c:33]1[cH:34][cH:35][cH:36][cH:37][cH:38]1)[c:39]1[cH:40][cH:41][cH:42][cH:43][cH:44]1.[CH3:52][N:53]([CH3:54])[CH:55]=[O:56].[F:1][C:2]([c:3]1[cH:4][cH:5][c:6](-[c:9]2[n:10][nH:11][c:12]([CH:14]=[O:15])[cH:13]2)[cH:7][cH:8]1)([F:16])[F:17].[K+:49].[K+:50].[OH2:51]>>[F:1][C:2]([c:3]1[cH:4][cH:5][c:6](-[c:9]2[n:10][nH:11][c:12]([CH:14]=[CH:19][c:20]3[cH:21][cH:22][cH:23][cH:24][cH:25]3)[cH:13]2)[cH:7][cH:8]1)([F:16])[F:17]. Reactants: Cl.N1CCC(CC1)C1=NOC2=C1C=CC=C2 (3-(4-piperidinyl)-1,2-benzisoxazole hydrochloride), C(=O)([O-])[O-].[K+].[K+] (K2CO3), BrCCCCOC1=C(C=C(C=C1)C(C)=O)OC (1-[4-(4-bromobutoxy)-3-methoxyphenyl]ethanone), CN(C=O)C (dimethylforrnamide). The solvent is O (water). Reaction conditions: temperature 75 celsius. Yields the product O1N=C(C2=C1C=CC=C2)C2CCN(CC2)CCCCOC2=C(C=C(C=C2)C(C)=O)OC (1-[4-[4-[4-(1,2-Benzisoxazol-3-yl)-1-piperidinyl]butoxy]-3-methoxyphenyl]ethanone). Yield: 94.7%. Reaction SMILES: Cl.[NH:2]1[CH2:7][CH2:6][CH:5]([C:8]2[C:12]3[CH:13]=[CH:14][CH:15]=[CH:16][C:11]=3[O:10][N:9]=2)[CH2:4][CH2:3]1.C([O-])([O-])=O.[K+].[K+].Br[CH2:24][CH2:25][CH2:26][CH2:27][O:28][C:29]1[CH:34]=[CH:33][C:32]([C:35](=[O:37])[CH3:36])=[CH:31][C:30]=1[O:38][CH3:39].CN(C)C=O>O>[O:10]1[C:11]2[CH:16]=[CH:15][CH:14]=[CH:13][C:12]=2[C:8]([CH:5]2[CH2:4][CH2:3][N:2]([CH2:24][CH2:25][CH2:26][CH2:27][O:28][C:29]3[CH:34]=[CH:33][C:32]([C:35](=[O:37])[CH3:36])=[CH:31][C:30]=3[O:38][CH3:39])[CH2:7][CH2:6]2)=[N:9]1 |f:0.1,2.3.4|. Procedure details: A mixture of 3-(4-piperidinyl)-1,2-benzisoxazole hydrochloride (4.3 g, 18 mmol), K2CO3 (5.5 g, 40 mmol), and 1-[4-(4-bromobutoxy)-3-methoxyphenyl]ethanone (5.5 g, 18 mmol), and dimethylforrnamide (6t3 ml) was stirred and heated at 75° C. for 16 hours. The reaction was poured into water and was extracted with ethyl acetate. The ethyl acetate was washed (water), dried (MgSO4), and the solvent concentrated to afford 7.2 g of a beige solid. Recrystallization (twice) from ethyl alcohol yielded 3.3 g ...